Dataset: the Open Reaction Database (ORD), a public repository of structured organic reaction records. Task: describe an organic reaction: reactants, conditions, products, and yield Reactants: CN(C)CCN1CCNCC1, FC(F)(F)c1ccc(-c2ccc(Cl)nc2)cc1. Yields the product CN(C)CCN1CCN(c2ccc(-c3ccc(C(F)(F)F)cc3)cn2)CC1. Reaction SMILES: [CH3:18][N:19]([CH2:20][CH2:21][N:22]1[CH2:23][CH2:24][NH:25][CH2:26][CH2:27]1)[CH3:28].[Cl:1][c:2]1[n:3][cH:4][c:5](-[c:8]2[cH:9][cH:10][c:11]([C:14]([F:15])([F:16])[F:17])[cH:12][cH:13]2)[cH:6][cH:7]1>>[c:2]1([N:25]2[CH2:24][CH2:23][N:22]([CH2:21][CH2:20][N:19]([CH3:18])[CH3:28])[CH2:27][CH2:26]2)[n:3][cH:4][c:5](-[c:8]2[cH:9][cH:10][c:11]([C:14]([F:15])([F:16])[F:17])[cH:12][cH:13]2)[cH:6][cH:7]1. Reactants: C(C)(=O)C1=CC=C(C=C1)N1C(CN(CC1)C(=O)OCC1=CC=CC=C1)=O (benzyl 4-(4-acetylphenyl)-3-oxopiperazine-1-carboxylate). The solvent is CO (MeOH). Product: C(C)(=O)C1=CC=C(C=C1)N1C(CNCC1)=O (1-(4-acetylphenyl)piperazin-2-one). RXN SMILES: [C:1]([C:4]1[CH:9]=[CH:8][C:7]([N:10]2[CH2:15][CH2:14][N:13](C(OCC3C=CC=CC=3)=O)[CH2:12][C:11]2=[O:26])=[CH:6][CH:5]=1)(=[O:3])[CH3:2]>CO>[C:1]([C:4]1[CH:5]=[CH:6][C:7]([N:10]2[CH2:15][CH2:14][NH:13][CH2:12][C:11]2=[O:26])=[CH:8][CH:9]=1)(=[O:3])[CH3:2]. Procedure: Dissolve benzyl 4-(4-acetylphenyl)-3-oxopiperazine-1-carboxylate (420 mg, 1.20 mmol) in MeOH (100 mL). Flush the flask with N2 and add 10% Pd/C (100 mg). Hydrogenate overnight under a hydrogen filled balloon. Remove the catalyst by filtration through Celite and wash with MeOH. Evaporate the solvent to yield the title compound. LC-MS (M+1): 219.13. Reactants: CC(=O)c1ccc(C(=O)O)s1, C[Si](C)(C)C=[N+]=[N-], Cc1ccccc1, CO. Product: COC(=O)c1ccc(C(C)=O)s1. As a reaction SMILES: [C:1]([CH3:2])(=[O:3])[c:4]1[cH:5][cH:6][c:7]([C:9](=[O:10])[OH:11])[s:8]1.[CH3:12][Si:13]([CH:14]=[N+:15]=[N-:16])([CH3:17])[CH3:18].[CH3:19][c:20]1[cH:21][cH:22][cH:23][cH:24][cH:25]1.[CH3:26][OH:27]>>[C:1]([CH3:2])(=[O:3])[c:4]1[cH:5][cH:6][c:7]([C:9](=[O:10])[O:11][CH3:12])[s:8]1. The reactants are ClC1=CC=C(C=C1)C(NNC=O)C=1C=CC2=C(N(N=N2)C)C1 (2- [(4-chlorophenyl)(1-methyl-1H-benzotriazol-6-yl)methyl]hydrazinecarboxaldehyde), C(C)(=O)O.C(N)=N (methanimidamide monoacetate), O (water). Solvent: CO (methanol). Run at time 2 hour. The product is ClC1=CC=C(C=C1)C(C=1C=CC2=C(N(N=N2)C)C1)N1N=CN=C1 ((+)-6-[(4-chlorophenyl)-(1H-1,2,4-triazol-1-yl)methyl]-1-methyl-1H-benzotriazole). The yield is 67.1%. As a reaction SMILES: [Cl:1][C:2]1[CH:7]=[CH:6][C:5]([CH:8]([C:13]2[CH:14]=[CH:15][C:16]3[N:20]=[N:19][N:18]([CH3:21])[C:17]=3[CH:22]=2)[NH:9][NH:10][CH:11]=O)=[CH:4][CH:3]=1.C(O)(=O)C.[CH:27](=N)[NH2:28].O>CO>[Cl:1][C:2]1[CH:7]=[CH:6][C:5]([CH:8]([N:9]2[CH:27]=[N:28][CH:11]=[N:10]2)[C:13]2[CH:14]=[CH:15][C:16]3[N:20]=[N:19][N:18]([CH3:21])[C:17]=3[CH:22]=2)=[CH:4][CH:3]=1 |f:1.2|. Reported procedure: A mixture of 5 g of intermediate 7-a, 8.2 g of methanimidamide monoacetate in 32 ml of methanol was refluxed for 3 days. To the warm reaction mixture there were added 32 ml of water and the resulting mixture was stirred for two hours. The precipitate was filtered off and washed with 2-propanol. The precipitate was dried in vacuo, yielding 3.45 g (67%) of (+)-6-[(4-chlorophenyl)-(1H-1,2,4-triazol-1-yl)methyl]-1-methyl-1H-benzotriazole (comp. 1-e); enantiomeric excess: 97.4%.